Task: describe an organic reaction: reactants, conditions, products, and yield. Dataset: the Open Reaction Database (ORD), a public repository of structured organic reaction records Reactants: FC1=CC=C(OC2=NC=CC=C2C(=O)O)C=C1 (2-(4-fluorophenoxy)-3-pyridinecarboxylic acid), S(O)(O)(=O)=O (sulfuric acid), CO (methanol), ice. Yields the product COC(=O)C=1C(=NC=CC1)OC1=CC=C(C=C1)F (2-(4-Fluorophenoxy)-3-pyridinecarboxylic Acid Methyl Ester). Yield: 64.0%. Reaction SMILES: [F:1][C:2]1[CH:17]=[CH:16][C:5]([O:6][C:7]2[C:12]([C:13]([OH:15])=[O:14])=[CH:11][CH:10]=[CH:9][N:8]=2)=[CH:4][CH:3]=1.S(=O)(=O)(O)O.[CH3:23]O>>[CH3:23][O:14][C:13]([C:12]1[C:7]([O:6][C:5]2[CH:4]=[CH:3][C:2]([F:1])=[CH:17][CH:16]=2)=[N:8][CH:9]=[CH:10][CH:11]=1)=[O:15]. Reported procedure: A mixture of 20.0 g (89.6 mmol) of 2-(4-fluorophenoxy)-3-pyridinecarboxylic acid (for preparation, see: Villani, F. J. et al. J. Med. Chem., 1975, 18,3), 300 mL of methanol, and 5.5 mL of concentrated sulfuric acid was heated to reflux for 2 h. The cooled mixture was poured onto 500 mL of ice cold saturated aqueous sodium hydrogencarbonate solution, and the resulting precipitate was filtered, washed with water, and dreid under vacuum to give 12.9 g (64% yield) of the title compound as a white so... Reactants: C12(CC3CC(CC(C1)C3)C2)COC2=C(C=C(C#N)C=C2)C=2C(=NC=CC2)OC (4-(adamantan-1-ylmethoxy)-3-(2-methoxypyridin-3-yl)benzonitrile), C12(CC3CC(CC(C1)C3)C2)COC2=C(C=C(C#N)C=C2)C2CCC2 (4-(adamantan-1-ylmethoxy)-3-cyclobutylbenzonitrile). The product is C12(CC3CC(CC(C1)C3)C2)COC2=C(C=C(C(=O)N)C=C2)C2CCC2 (4-(adamantan-1-ylmethoxy)-3-cyclobutylbenzamide), solid. The yield is 88.0%. Reaction SMILES: C12(C[O:12]C3C=CC(C#N)=CC=3C3C(OC)=NC=CC=3)CC3CC(CC(C3)C1)C2.[C:29]12([CH2:39][O:40][C:41]3[CH:48]=[CH:47][C:44]([C:45]#[N:46])=[CH:43][C:42]=3[CH:49]3[CH2:52][CH2:51][CH2:50]3)[CH2:38][CH:33]3[CH2:34][CH:35]([CH2:37][CH:31]([CH2:32]3)[CH2:30]1)[CH2:36]2>>[C:29]12([CH2:39][O:40][C:41]3[CH:48]=[CH:47][C:44]([C:45]([NH2:46])=[O:12])=[CH:43][C:42]=3[CH:49]3[CH2:52][CH2:51][CH2:50]3)[CH2:30][CH:31]3[CH2:37][CH:35]([CH2:34][CH:33]([CH2:32]3)[CH2:38]1)[CH2:36]2. Procedure: Following the procedure as described in Example 38 step 3 and making variations as required to replace 4-(adamantan-1-ylmethoxy)-3-(2-methoxypyridin-3-yl)benzonitrile with 4-(adamantan-1-ylmethoxy)-3-cyclobutylbenzonitrile, the title compound was obtained as a colorless solid (0.88 g, 88%): MS (ES+) m/z 340.3 (M+1); Reported procedure: The title compound was prepared starting from 116 mg (0.31 mmol) of the compound from Example 191 in analogy to the synthesis of the compound from Example 209. 98 mg (78% of theory) of the target compound were obtained. Starting materials: ClC1=CC=C(C=C1)C(CC)(C1CC1)C1=CNC2=C(C=CC=C12)CSC (3-[1-(4-Chlorophenyl)-1-cyclopropylpropyl]-7-[(methylsulfanyl)methyl]-1H-indole), ClC1=CC=C(C=C1)C(C)(C1CC1)C1=CNC2=C(C=CC=C12)CS(=O)(=O)C (3-[1-(4-Chlorophenyl)-1-cyclopropylethyl]-7-[(methylsulfonyl)methyl]-1H-indole). Reaction SMILES: Cl[C:2]1C=CC(C(C2C3C(=C(CSC)C=CC=3)NC=2)(C2CC2)CC)=CC=1.[Cl:26][C:27]1[CH:32]=[CH:31][C:30]([C:33]([C:38]2[C:46]3[C:41](=[C:42]([CH2:47][S:48]([CH3:51])(=[O:50])=[O:49])[CH:43]=[CH:44][CH:45]=3)[NH:40][CH:39]=2)([CH:35]2[CH2:37][CH2:36]2)[CH3:34])=[CH:29][CH:28]=1>>[Cl:26][C:27]1[CH:32]=[CH:31][C:30]([C:33]([C:38]2[C:46]3[C:41](=[C:42]([CH2:47][S:48]([CH3:51])(=[O:50])=[O:49])[CH:43]=[CH:44][CH:45]=3)[NH:40][CH:39]=2)([CH:35]2[CH2:37][CH2:36]2)[CH2:34][CH3:2])=[CH:29][CH:28]=1. Product: ClC1=CC=C(C=C1)C(CC)(C1CC1)C1=CNC2=C(C=CC=C12)CS(=O)(=O)C (3-[1-(4-Chlorophenyl)-1-cyclopropylpropyl]-7-[(methylsulfonyl)methyl]-1H-indole). Starting materials: COC=1C=C(C=CC1OC)C(C#N)C(C(C)C)=O (2-[3,4-bis(methyloxy)phenyl]-4-methyl-3-oxopentanenitrile), OC1=CC=C(C=O)C=C1 (4-hydroxybenzaldehyde), FC(C(=O)O)(F)F (trifluoroacetic acid), NN (hydrazine). The solvent is C(C)O (ethanol). Reaction conditions: temperature 70 celsius. Yields the product FC(C(=O)O)(F)F.CC(C)C1=NNC=2N=C(C=3C=C(C(=CC3C21)OC)OC)C2=CC=C(C=C2)O (4-[1-(1-methylethyl)-7,8-bis(methyloxy)-3H-pyrazolo[3,4-c]isoquinolin-5-yl]phenol trifluoroacetic acid salt). Yield: 33.0%. Reaction SMILES: [CH3:1][O:2][C:3]1[CH:4]=[C:5]([CH:11]([C:14](=O)[CH:15]([CH3:17])[CH3:16])[C:12]#[N:13])[CH:6]=[CH:7][C:8]=1[O:9][CH3:10].[NH2:19][NH2:20].[OH:21][C:22]1[CH:29]=[CH:28][C:25]([CH:26]=O)=[CH:24][CH:23]=1.[F:30][C:31]([F:36])([F:35])[C:32]([OH:34])=[O:33]>C(O)C>[F:30][C:31]([F:36])([F:35])[C:32]([OH:34])=[O:33].[CH3:16][CH:15]([C:14]1[C:11]2[C:5]3[CH:4]=[C:3]([O:2][CH3:1])[C:8]([O:9][CH3:10])=[CH:7][C:6]=3[C:26]([C:25]3[CH:28]=[CH:29][C:22]([OH:21])=[CH:23][CH:24]=3)=[N:13][C:12]=2[NH:20][N:19]=1)[CH3:17] |f:5.6|. Reported procedure: 2-[3,4-bis(methyloxy)phenyl]-4-methyl-3-oxopentanenitrile (100 mg, 0.40 mmol) was dissolved in ethanol (1 mL), and anhydrous hydrazine (98%, 16 μL, 0.52 mmol) was added. The resulting mixture was heated at reflux for 1 hour. It was cooled, concentrated, and the residue was dried in vacuum for one hour. To this residue was added of 4-hydroxybenzaldehyde (74 mg, 0.61 mmol) and trifluoroacetic acid (1 mL), and the mixture was heated at 70° C. for 18 hours. Then the reaction mixture was concentrated... The reactants are C(#N)C1=NC=C(C(=O)O)C=C1 (6-cyano-nicotinic acid), C1(=C(C=CC=C1)N)N (o-phenylenediamine). The product is NCC1=NC=C(C(=O)NC2=C(C=CC=C2)N)C=C1 (6-(aminomethyl)-N-(2-aminophenyl)nicotinamide). The yield is 32.4%. Reaction SMILES: [C:1]([C:3]1[CH:11]=[CH:10][C:6]([C:7]([OH:9])=O)=[CH:5][N:4]=1)#[N:2].[C:12]1([NH2:19])[CH:17]=[CH:16][CH:15]=[CH:14][C:13]=1[NH2:18]>>[NH2:2][CH2:1][C:3]1[CH:11]=[CH:10][C:6]([C:7]([NH:18][C:13]2[CH:14]=[CH:15][CH:16]=[CH:17][C:12]=2[NH2:19])=[O:9])=[CH:5][N:4]=1. Procedure details: The title compound (157 mg, 65% yield) was prepared as a grey solid from 6-cyano-nicotinic acid (296 mg, 2 mmol) and o-phenylenediamine (864 mg, 8 mmol) by an analogous procedure to that described in example 8. LC-MS (m/z) 243 (M+1).